From a dataset of the Open Reaction Database (ORD), a public repository of structured organic reaction records. describe an organic reaction: reactants, conditions, products, and yield Starting materials: CNc1ccc2c(c1)[nH]c1cc(OCc3ccccc3)ccc12, ClCCCl, CN(C)c1ccncc1, O=CO, c1ccncc1. Yields the product CN(C=O)c1ccc2c(c1)[nH]c1cc(OCc3ccccc3)ccc12. As a reaction SMILES: [CH2:1]([c:2]1[cH:3][cH:4][cH:5][cH:6][cH:7]1)[O:8][c:9]1[cH:10][cH:11][c:12]2[c:13]3[cH:14][cH:15][c:16]([NH:22][CH3:23])[cH:17][c:18]3[nH:19][c:20]2[cH:21]1.[CH2:27]([Cl:28])[CH2:29][Cl:30].[CH3:31][N:32]([c:33]1[cH:34][cH:35][n:36][cH:37][cH:38]1)[CH3:39].[CH:24](=[O:25])[OH:26].[cH:40]1[cH:41][cH:42][n:43][cH:44][cH:45]1>>[CH2:1]([c:2]1[cH:3][cH:4][cH:5][cH:6][cH:7]1)[O:8][c:9]1[cH:10][cH:11][c:12]2[c:13]3[cH:14][cH:15][c:16]([N:22]([CH3:23])[CH:24]=[O:26])[cH:17][c:18]3[nH:19][c:20]2[cH:21]1. Reactants: CSC1=[N+]2Cc3ccccc3CC2CS1, [I-], Nc1cccc2ncccc12. Product: c1ccc2c(c1)CC1CSC(=Nc3cccc4ncccc34)N1C2. RXN SMILES: [CH3:2][S:3][C:4]1=[N+:8]2[CH:7]([CH2:6][S:5]1)[CH2:16][c:15]1[c:10]([cH:11][cH:12][cH:13][cH:14]1)[CH2:9]2.[I-:1].[NH2:17][c:18]1[c:19]2[cH:20][cH:21][cH:22][n:23][c:24]2[cH:25][cH:26][cH:27]1>>[C:4]1(=[N:17][c:18]2[c:19]3[cH:20][cH:21][cH:22][n:23][c:24]3[cH:25][cH:26][cH:27]2)[S:5][CH2:6][CH:7]2[N:8]1[CH2:9][c:10]1[cH:11][cH:12][cH:13][cH:14][c:15]1[CH2:16]2.